Dataset: the Open Reaction Database (ORD), a public repository of structured organic reaction records. Task: describe an organic reaction: reactants, conditions, products, and yield Run at time 1 hour. The solvent is C1=CC=CC=C1 (benzene). As a reaction SMILES: [C:1]1(=O)[CH2:13][CH2:12][CH2:11][CH2:10][CH2:9][CH2:8][CH2:7][CH2:6][CH2:5][CH2:4][CH2:3][NH:2]1.P(Cl)(Cl)([Cl:17])=O.[C:20]1([C:27]2[CH:32]=[CH:31][CH:30]=[CH:29][CH:28]=2)[C:21]([NH2:26])=[CH:22][CH:23]=[CH:24][CH:25]=1>C1C=CC=CC=1>[ClH:17].[C:20]1([C:27]2[CH:28]=[CH:29][CH:30]=[CH:31][CH:32]=2)[CH:25]=[CH:24][CH:23]=[CH:22][C:21]=1[N:26]=[C:1]1[CH2:13][CH2:12][CH2:11][CH2:10][CH2:9][CH2:8][CH2:7][CH2:6][CH2:5][CH2:4][CH2:3][NH:2]1 |f:4.5|. Procedure details: To 43.5 g (0.22 mole) of 2-azacyclotridecanone in 200 ml of dry benzene is added dropwise 30.7 g (0.2 mole) of phosphorousoxychloride. The reaction mixture is stirred at room temperature for 4 hours after which 33.8 g (0.2 mole) of o-biphenylamine is added and stirring is continued at room temperature for 1 hour then at reflux temperature for 4 hours. The reaction mixture is alowed to stand overnight then is washed with 2N hydrochloric acid, dried and evaporated leaving a residue which is recrys... The reactants are C1(NCCCCCCCCCCC1)=O (2-azacyclotridecanone), P(=O)(Cl)(Cl)Cl (phosphorousoxychloride), C=1(C(=CC=CC1)N)C1=CC=CC=C1 (o-biphenylamine). Product: Cl.C1(=C(C=CC=C1)N=C1NCCCCCCCCCCC1)C1=CC=CC=C1 (2-(o-biphenylylimino)azacyclotridecane hydrochloride). Yields the product COc1cc2c(cc1OC)C(=NNc1c([N+](=O)[O-])c(C)nn1C)CCC(=O)N2. Starting materials: COc1cc2c(cc1OC)C(=O)CCC(=O)N2, Cc1nn(C)c(NN)c1[N+](=O)[O-], CC(=O)O, O. RXN SMILES: [CH3:13][O:14][c:15]1[c:16]([O:28][CH3:29])[cH:17][c:18]2[c:19]([cH:27]1)[C:20](=[O:26])[CH2:21][CH2:22][C:23](=[O:25])[NH:24]2.[CH3:1][n:2]1[n:3][c:4]([CH3:12])[c:5]([N+:9](=[O:10])[O-:11])[c:6]1[NH:7][NH2:8].[CH3:31][C:32](=[O:33])[OH:34].[OH2:30]>>[CH3:1][n:2]1[n:3][c:4]([CH3:12])[c:5]([N+:9](=[O:10])[O-:11])[c:6]1[NH:7][N:8]=[C:20]1[c:19]2[c:18]([cH:17][c:16]([O:28][CH3:29])[c:15]([O:14][CH3:13])[cH:27]2)[NH:24][C:23](=[O:25])[CH2:22][CH2:21]1. Reactants: N1=CC=CC=2CCCC12 (6,7-dihydro-5H-[1]pyrindine), [Al+3].[Cl-].[Cl-].[Cl-] (AlCl3), BrBr (bromine), [OH-].[Na+] (NaOH). The solvent is CCOCC (ether). Run at time 15 minute. Product: BrC=1C=NC=2CCCC2C1 (3-Bromo-6,7-dihydro-5H-[1]pyrindine). RXN SMILES: [N:1]1[C:9]2[CH2:8][CH2:7][CH2:6][C:5]=2[CH:4]=[CH:3][CH:2]=1.[Al+3].[Cl-].[Cl-].[Cl-].[Br:14]Br.[OH-].[Na+]>CCOCC>[Br:14][C:3]1[CH:2]=[N:1][C:9]2[CH2:8][CH2:7][CH2:6][C:5]=2[CH:4]=1 |f:1.2.3.4,6.7|. Procedure details: To a solution of 6,7-dihydro-5H-[1]pyrindine (20 gm) and AlCl3 (56 gm) at 100° C. was added 10 mL of bromine over 2 hours, stirred an additional 15 minutes, cooled to room temperature, and poured over ice. The pH of the reaction was adjusted until it was basic with NaOH and then celite and ether were added and the mixture filtered. The filter cake was washed well with additional ether and the filtrate was extracted from the aqueous layer. The ether layer was washed with saturated aqueous NaCl so... The reactants are FC1=C(C(=O)C(C(=O)OCC)C(C(C)C)=O)C=CN=C1 (ethyl 2-(3-fluoroisonicotinoyl)-4-methyl-3-oxopentanoate), CC(C)([O-])C.[K+] (potassium t-butoxide), O (water). Solvent: CN1CCCC1=O (NMP), CN1CCCC1=O (NMP). Yields the product OC=1C=2C=CN=CC2C(C(C1C(=O)OCC)=O)(C)C (ethyl 5-hydroxy-8,8-dimethyl-7-oxo-7,8-dihydroisoquinoline-6-carboxylate). Isolated yield 76.5%. As a reaction SMILES: CC(C)([O-])C.[K+].F[C:8]1[CH:26]=[N:25][CH:24]=[CH:23][C:9]=1[C:10]([CH:12]([C:18](=[O:22])[CH:19]([CH3:21])[CH3:20])[C:13]([O:15][CH2:16][CH3:17])=[O:14])=[O:11].O>CN1C(=O)CCC1>[OH:11][C:10]1[C:9]2[CH:23]=[CH:24][N:25]=[CH:26][C:8]=2[C:19]([CH3:21])([CH3:20])[C:18](=[O:22])[C:12]=1[C:13]([O:15][CH2:16][CH3:17])=[O:14] |f:0.1|. Procedure details: A mixture of potassium t-butoxide (0.34 g, 3.0 mmol) in 8 mL NMP stirred at room temperature was treated with a solution of ethyl 2-(3-fluoroisonicotinoyl)-4-methyl-3-oxopentanoate (0.28 g, 1.00 mmol) in 1 mL NMP drop wise. The dark red solution was stirred at room temperature for 15 hours, M+1=262. There were two spots that had the MS=262. The mixture was poured into 200 mL water. The mixture was extracted with DCM (3×50 mL). The combined organic layers were washed with brine (20 mL), dried, an... The reactants are BrCC(=O)OC (methyl bromoacetate), O (water), C1(=CC=CC=C1)C=1NC=2C=CC=C3C2C1CCC3=O (2-phenyl-1,3,4,5-tetrahydrobenz[cd]indol-5-one), [H-].[Na+] (sodium hydride). The solvent is CN(C=O)C (DMF), C(C)(=O)OCC (ethyl acetate), CN(C=O)C (dimethylformamide), CN(C=O)C (DMF). Conditions: time 15 minute. Yields the product COC(=O)CN1C(=C2C=3C(=CC=CC13)C(CC2)=O)C2=CC=CC=C2 (1-methoxycarbonylmethyl-2-phenyl-1,3,4,5-tetrahydrobenz[cd]indol-5-one). Yield: 90.0%. RXN SMILES: [C:1]1([C:7]2[NH:8][C:9]3[CH:10]=[CH:11][CH:12]=[C:13]4[C:18](=[O:19])[CH2:17][CH2:16][C:15]=2[C:14]=34)[CH:6]=[CH:5][CH:4]=[CH:3][CH:2]=1.[H-].[Na+].Br[CH2:23][C:24]([O:26][CH3:27])=[O:25].O>CN(C)C=O.C(OCC)(=O)C>[CH3:27][O:26][C:24]([CH2:23][N:8]1[C:9]2[CH:10]=[CH:11][CH:12]=[C:13]3[C:18](=[O:19])[CH2:17][CH2:16][C:15]([C:14]=23)=[C:7]1[C:1]1[CH:2]=[CH:3][CH:4]=[CH:5][CH:6]=1)=[O:25] |f:1.2|. Procedure: A solution of the compound (1.37 g) obtained in Example 41 in anhydrous dimethylformamide (DMF; 60 ml) was added to a suspension of sodium hydride (60% dispersion in oil; 0.30 g) in DMF(10 ml) at room temperature. After stirring for 15 minutes, a solution of methyl bromoacetate (0.72 ml) in DMF (10 ml) was added to the reaction mixture. The reaction mixture was stirred for 10 minutes at room temperature, followed by addition of water and extraction with three portions of ethyl acetate. The organ... Starting materials: [OH-].[Na+] (NaOH), COC([C@@H](NC[C@H](CSC(C1=CC=CC=C1)(C1=CC=CC=C1)C1=CC=CC=C1)NC(=O)OC(C)(C)C)[C@@H](C)CC)=O (N-[2(R)-(t-butoxycarbonyl)amino-3-triphenylmethylmercaptopropyl]-L-isoleucine methyl ester), [OH-].[Na+] (NaOH). Solvent: CO (MeOH). Conditions: time 4 hour. The product is C(C)(C)(C)OC(=O)N[C@H](CN[C@@H]([C@@H](C)CC)C(=O)O)CSC(C1=CC=CC=C1)(C1=CC=CC=C1)C1=CC=CC=C1 (N-[2(R)-(t-butoxycarbonyl)amino-3-triphenylmethylmercaptopropyl]-L-isoleucine). The yield is 101.5%. As a reaction SMILES: C[O:2][C:3](=[O:41])[C@H:4]([C@H:37]([CH2:39][CH3:40])[CH3:38])[NH:5][CH2:6][C@@H:7]([NH:29][C:30]([O:32][C:33]([CH3:36])([CH3:35])[CH3:34])=[O:31])[CH2:8][S:9][C:10]([C:23]1[CH:28]=[CH:27][CH:26]=[CH:25][CH:24]=1)([C:17]1[CH:22]=[CH:21][CH:20]=[CH:19][CH:18]=1)[C:11]1[CH:16]=[CH:15][CH:14]=[CH:13][CH:12]=1.[OH-].[Na+]>CO>[C:33]([O:32][C:30]([NH:29][C@@H:7]([CH2:8][S:9][C:10]([C:23]1[CH:28]=[CH:27][CH:26]=[CH:25][CH:24]=1)([C:17]1[CH:18]=[CH:19][CH:20]=[CH:21][CH:22]=1)[C:11]1[CH:12]=[CH:13][CH:14]=[CH:15][CH:16]=1)[CH2:6][NH:5][C@H:4]([C:3]([OH:41])=[O:2])[C@H:37]([CH2:39][CH3:40])[CH3:38])=[O:31])([CH3:35])([CH3:36])[CH3:34] |f:1.2|. Reported procedure: N-[2(R)-(t-butoxycarbonyl)amino-3-triphenylmethylmercaptopropyl]-L-isoleucine methyl ester (1.63 g, 0.0028 mol) was dissolved in MeOH (50 mL) and 1N NaOH solution (11.23 mL, 0.0112 mol) was added with stirring at ambient temperature. After 4 h,.solid NaOH (2.0 g) was added and stirring was continued for 16 h. The reaction mixture was concentrated to remove MeOH and extracted with EtOAc (2×100 mL). The extract was washed with brine and dried (Na2SO4). Filtration and concentration to dryness gave ... Reactants: COC1=C(C(=CC=C1)OC)C1CCCC(N1)=O (6-(2,6-dimethoxyphenyl)piperidin-2-one), BrCC1=CC2=C(S1)C=CC=C2 (2-(bromomethyl)benzo[b]thiophene). The product is S1C2=C(C=C1CN1C(CCCC1C1=C(C=CC=C1OC)OC)=O)C=CC=C2 (1-(benzo[b]thiophen-2-ylmethyl)-6-(2,6-dimethoxyphenyl)piperidin-2-one). RXN SMILES: [CH3:1][O:2][C:3]1[CH:8]=[CH:7][CH:6]=[C:5]([O:9][CH3:10])[C:4]=1[CH:11]1[NH:16][C:15](=[O:17])[CH2:14][CH2:13][CH2:12]1.Br[CH2:19][C:20]1[S:24][C:23]2[CH:25]=[CH:26][CH:27]=[CH:28][C:22]=2[CH:21]=1>>[S:24]1[C:20]([CH2:19][N:16]2[CH:11]([C:4]3[C:5]([O:9][CH3:10])=[CH:6][CH:7]=[CH:8][C:3]=3[O:2][CH3:1])[CH2:12][CH2:13][CH2:14][C:15]2=[O:17])=[CH:21][C:22]2[CH:28]=[CH:27][CH:26]=[CH:25][C:23]1=2. Procedure: Prepared according to the described general procedure 4 (GP4) by reaction of 6-(2,6-dimethoxyphenyl)piperidin-2-one with 2-(bromomethyl)benzo[b]thiophene. Subsequent purification by preparative HPLC afforded the target compound. LC-MS (conditions F): tR=0.86 min.; [M+H]+: 382.22 g/mol.